From a dataset of the Open Reaction Database (ORD), a public repository of structured organic reaction records. describe an organic reaction: reactants, conditions, products, and yield The reactants are C(C)(=O)SC[C@@H]1SC[C@H](C1)C(=O)O ((2R,4R)-2-acetylthiomethyl-4-carboxytetrahydrothiophene), C(C1=CC=CC=C1)Br (benzyl bromide), C(C)(C)NC(C)C (diisopropylamine), O (Water). Solvent: CN(C=O)C (dimethylformamide), CN(C=O)C (dimethylformamide). Yields the product C(C)(=O)SC[C@@H]1SC[C@H](C1)C(=O)OCC1=CC=CC=C1 ((2R,4R)-2-acetylthiomethyl-4-benzyloxycarbonyltetrahydrothiophene). Yield: 71.0%. Reaction SMILES: [C:1]([S:4][CH2:5][C@H:6]1[CH2:10][C@H:9]([C:11]([OH:13])=[O:12])[CH2:8][S:7]1)(=[O:3])[CH3:2].C(NC(C)C)(C)C.O.[CH2:22](Br)[C:23]1[CH:28]=[CH:27][CH:26]=[CH:25][CH:24]=1>CN(C)C=O>[C:1]([S:4][CH2:5][C@H:6]1[CH2:10][C@H:9]([C:11]([O:13][CH2:22][C:23]2[CH:28]=[CH:27][CH:26]=[CH:25][CH:24]=2)=[O:12])[CH2:8][S:7]1)(=[O:3])[CH3:2]. Procedure details: To a stirred solution of (2R,4R)-2-acetylthiomethyl-4-carboxytetrahydrothiophene (compound No. 13-2, 0.18 g) in dimethylformamide (4 ml), benzyl bromide dissolved in dimethylformamide (4 ml) and diisopropylamine (214 μl) were added and the mixture was stirred over night. Water was added to the mixture and extracted with diethylether. The organic layer was washed with saturated sodium chloride solution, dried over anhydrous magnesium sulfate and concentrated in vacuo. The oily residue was purifie... Starting materials: CC(=O)OC(C)=O, CN(C)c1ccncc1, CN(C)C=O, NC(=O)N1C(=O)Cc2cc(Cl)ccc21, Cl, O. Yields the product CC(=O)C1C(=O)N(C(N)=O)c2ccc(Cl)cc21. RXN SMILES: [CH3:15][C:16](=[O:17])[O:18][C:19](=[O:20])[CH3:21].[CH3:24][N:25]([c:26]1[cH:27][cH:28][n:29][cH:30][cH:31]1)[CH3:32].[CH3:33][N:34]([CH3:35])[CH:36]=[O:37].[Cl:1][c:2]1[cH:3][c:4]2[c:8]([cH:9][cH:10]1)[N:7]([C:11](=[O:12])[NH2:13])[C:6](=[O:14])[CH2:5]2.[ClH:23].[OH2:22]>>[Cl:1][c:2]1[cH:3][c:4]2[c:8]([cH:9][cH:10]1)[N:7]([C:11](=[O:12])[NH2:13])[C:6](=[O:14])[CH:5]2[C:16]([CH3:15])=[O:17]. Starting materials: ClC=1C=C(C(=O)OC)C=C(N1)Cl (methyl 2,6-dichloroisonicotinate), OO (hydrogen peroxide). Run in FC(C(=O)O)(F)F (trifluoroacetic acid). Reaction conditions: temperature 90 celsius, time 2 hour. Yields the product ClC=1C=C(C(=O)OC)C=C([N+]1[O-])Cl (methyl 2,6-dichloroisonicotinate N-oxide). As a reaction SMILES: [Cl:1][C:2]1[CH:3]=[C:4]([CH:9]=[C:10]([Cl:12])[N:11]=1)[C:5]([O:7][CH3:8])=[O:6].[OH:13]O>FC(F)(F)C(O)=O>[Cl:1][C:2]1[CH:3]=[C:4]([CH:9]=[C:10]([Cl:12])[N+:11]=1[O-:13])[C:5]([O:7][CH3:8])=[O:6]. Reported procedure: A stirred mixture of 15.3 g (0.073 mole) of methyl 2,6-dichloroisonicotinate in 180 ml of trifluoroacetic acid was heated at 90° C. During a six hour period 34 ml of 30% hydrogen peroxide was added to the hot reaction mixture in four to five ml aliquots. After complete addition the reaction mixture was stirred at 90° C. for two hours. The solvent was distilled from the mixture under reduced pressure to leave a solid. The solid was triturated with water, and the mixture was then filtered. The fil...